Dataset: the Open Reaction Database (ORD), a public repository of structured organic reaction records. Task: describe an organic reaction: reactants, conditions, products, and yield Procedure: 11.9 g (0.15 mole) of pyridine were added to a suspension of 26.2 g (0.1 mole) of 2-(7-chlorodibenzofuran-3-oxy)-ethanol in 100 ml of dry toluene, and 17.9 g (0.15 mole) of thionyl chloride were then added dropwise at 3°-15° C. The mixture was stirred for 1 day at 40° C. and for a further 8 hours at 70° C. and cooled, and 150 ml of toluene and 200 ml of ice-water were added. The organic layer was washed with 100 ml of water, 50 ml of hydrochloric acid and 50 ml of 1 N sodium hydroxide solution i... The reactants are ice water, N1=CC=CC=C1 (pyridine), ClC1=CC2=C(C3=C(O2)C=C(C=C3)OCCO)C=C1 (2-(7-chlorodibenzofuran-3-oxy)-ethanol), S(=O)(Cl)Cl (thionyl chloride). The yield is 81.1%. The product is ClCCOC=1C=CC2=C(OC3=C2C=CC(=C3)Cl)C1 (1-chloro-2-(7-chlorodibenzofuran-3-oxy)-ethane). Reaction SMILES: N1C=CC=CC=1.[Cl:7][C:8]1[CH:24]=[CH:23][C:11]2[C:12]3[CH:18]=[CH:17][C:16]([O:19][CH2:20][CH2:21]O)=[CH:15][C:13]=3[O:14][C:10]=2[CH:9]=1.S(Cl)([Cl:27])=O>C1(C)C=CC=CC=1>[Cl:27][CH2:21][CH2:20][O:19][C:16]1[CH:17]=[CH:18][C:12]2[C:11]3[CH:23]=[CH:24][C:8]([Cl:7])=[CH:9][C:10]=3[O:14][C:13]=2[CH:15]=1. Run in C1(=CC=CC=C1)C (toluene), C1(=CC=CC=C1)C (toluene). Conditions: temperature 70 celsius, time 8 hour. Starting materials: [BH4-], CO, [Na+], O, COC(=O)C1CCC2C3CCC4CC(O)CCC4(C)C3C(=O)CC12C. Yields the product COC(=O)C1CCC2C3CCC4CC(O)CCC4(C)C3C(O)CC12C. As a reaction SMILES: [BH4-:1].[CH3:29][OH:30].[Na+:2].[OH2:28].[OH:3][CH:4]1[CH2:5][CH:6]2[CH2:7][CH2:8][CH:9]3[CH:10]4[CH2:11][CH2:12][CH:13]([C:24](=[O:25])[O:26][CH3:27])[C:14]4([CH3:15])[CH2:16][C:17](=[O:23])[CH:18]3[C:19]2([CH3:22])[CH2:20][CH2:21]1>>[OH:3][CH:4]1[CH2:5][CH:6]2[CH2:7][CH2:8][CH:9]3[CH:10]4[CH2:11][CH2:12][CH:13]([C:24](=[O:25])[O:26][CH3:27])[C:14]4([CH3:15])[CH2:16][CH:17]([OH:23])[CH:18]3[C:19]2([CH3:22])[CH2:20][CH2:21]1. Reactants: O=C(O)c1ccc(B(O)O)cc1, CCN=C=NCCCN(C)C, CC#N, CCN(C(C)C)C(C)C, Cl, FC1(F)CCNC1, On1nnc2ccccc21. Product: O=C(c1ccc(B(O)O)cc1)N1CCC(F)(F)C1. RXN SMILES: [B:1]([OH:2])([OH:3])[c:4]1[cH:5][cH:6][c:7]([C:8](=[O:9])[OH:10])[cH:11][cH:12]1.[CH3:14][N:15]([CH3:16])[CH2:17][CH2:18][CH2:19][N:20]=[C:21]=[N:22][CH2:23][CH3:24].[CH3:51][C:52]#[N:53].[CH:35]([N:36]([CH2:37][CH3:38])[CH:39]([CH3:40])[CH3:41])([CH3:42])[CH3:43].[ClH:13].[F:44][C:45]1([F:50])[CH2:46][NH:47][CH2:48][CH2:49]1.[OH:25][n:26]1[c:27]2[cH:28][cH:29][cH:30][cH:31][c:32]2[n:33][n:34]1>>[B:1]([OH:2])([OH:3])[c:4]1[cH:5][cH:6][c:7]([C:8](=[O:10])[N:47]2[CH2:46][C:45]([F:44])([F:50])[CH2:49][CH2:48]2)[cH:11][cH:12]1. Reactants: CCCCO, Cl, Clc1nccc(Nc2ccccc2)n1, Nc1ccc(O)cc1. The product is Oc1ccc(Nc2nccc(Nc3ccccc3)n2)cc1. Reaction SMILES: [CH2:24]([OH:25])[CH2:26][CH2:27][CH3:28].[ClH:23].[NH:1]([c:2]1[cH:3][cH:4][cH:5][cH:6][cH:7]1)[c:8]1[n:9][c:10]([Cl:14])[n:11][cH:12][cH:13]1.[OH:15][c:16]1[cH:17][cH:18][c:19]([NH2:20])[cH:21][cH:22]1>>[NH:1]([c:2]1[cH:3][cH:4][cH:5][cH:6][cH:7]1)[c:8]1[n:9][c:10]([NH:20][c:19]2[cH:18][cH:17][c:16]([OH:15])[cH:22][cH:21]2)[n:11][cH:12][cH:13]1. Starting materials: stannous chloride, [OH-].[Na+] (sodium hydroxide), Cl (hydrochloric acid), ClC1=CC=C(C=2CCCCC12)OC1=NC=C(C=C1Cl)[N+](=O)[O-] (2-(4-chloro-5,6,7,8-tetrahydro-1-naphthoxy)-3-chloro-5-nitropyridine). The solvent is O1CCOCC1 (p-dioxane). Yields the product ClC1=CC=C(C=2CCCCC12)OC1=NC=C(C=C1Cl)N (2-(4-Chloro-5,6,7,8-tetrahydro-1-naphthoxy)-3-chloro-5-amino pyridine). As a reaction SMILES: Cl.[Cl:2][C:3]1[C:12]2[CH2:11][CH2:10][CH2:9][CH2:8][C:7]=2[C:6]([O:13][C:14]2[C:19]([Cl:20])=[CH:18][C:17]([N+:21]([O-])=O)=[CH:16][N:15]=2)=[CH:5][CH:4]=1.[OH-].[Na+]>O1CCOCC1>[Cl:2][C:3]1[C:12]2[CH2:11][CH2:10][CH2:9][CH2:8][C:7]=2[C:6]([O:13][C:14]2[C:19]([Cl:20])=[CH:18][C:17]([NH2:21])=[CH:16][N:15]=2)=[CH:5][CH:4]=1 |f:2.3|. Procedure: To a solution of 2.64 g. (11.7 mmol.) of stannous chloride in 2.4 ml. of concentrated hydrochloric acid and 1.75 ml. of p-dioxane at 50° was added 1.2 g. (3.54 mmol.) of 2-(4-chloro-5,6,7,8-tetrahydro-1-naphthoxy)-3-chloro-5-nitropyridine. The resulting mixture was heated up to reflux for 0.5 hours, cooled, and poured into sodium hydroxide (pH 14) in cracked ice. This mixture was extracted twice with 150 ml. of methylene chloride. The combined organic layer was washed with water and brine. It wa... Starting materials: C(C)OC(C(CCCCCCCCCCCC)OC1=CC=C(C=C1)NS(=O)(=O)CCCC)=O (ethyl-α-[p-butylsulfonylaminophenoxy]tetradecanoate), C(C)OC(C(CCCCCCCCCCCC)OC1=CC=C(C=C1)NS(=O)(=O)CCCC)=O (ethyl-α-[p-butylsulfonylaminophenoxy]tetradecanoate), C(C)O (ethyl alcohol), [OH-].[Na+] (sodium hydroxide), ice water, Cl (hydrochloric acid). The solvent is O (water). The product is C(CCC)S(=O)(=O)NC1=CC=C(OC(C(=O)O)CCCCCCCCCCCC)C=C1 (α-[p-butylsulfonylaminophenoxy]tetradecanoic acid). RXN SMILES: C([O:3][C:4](=[O:33])[CH:5]([O:18][C:19]1[CH:24]=[CH:23][C:22]([NH:25][S:26]([CH2:29][CH2:30][CH2:31][CH3:32])(=[O:28])=[O:27])=[CH:21][CH:20]=1)[CH2:6][CH2:7][CH2:8][CH2:9][CH2:10][CH2:11][CH2:12][CH2:13][CH2:14][CH2:15][CH2:16][CH3:17])C.C(O)C.[OH-].[Na+].Cl>O>[CH2:29]([S:26]([NH:25][C:22]1[CH:23]=[CH:24][C:19]([O:18][CH:5]([CH2:6][CH2:7][CH2:8][CH2:9][CH2:10][CH2:11][CH2:12][CH2:13][CH2:14][CH2:15][CH2:16][CH3:17])[C:4]([OH:33])=[O:3])=[CH:20][CH:21]=1)(=[O:28])=[O:27])[CH2:30][CH2:31][CH3:32] |f:2.3|. Procedure: 92 g (0.19 mol) of ethyl-α-[p-butylsulfonylaminophenoxy]tetradecanoate (Intermediate II) obtained in Step B, and 500 ml of ethyl alcohol were placed in a 3-necked flask. A solution of 20 g of sodium hydroxide (dissolved in a minimum amount of water) was added with good stirring. The reaction mixture was refluxed for 3 hours, allowed to cool to room temperature, poured into ice water and acidified with concentrated hydrochloric acid. The oil was extracted with ether, washed with water and saturat...